From a dataset of the Open Reaction Database (ORD), a public repository of structured organic reaction records. describe an organic reaction: reactants, conditions, products, and yield Starting materials: C(C)(=O)C=1C=CC2=C(OC(CO2)C(=O)OCC)C1 (ethyl 7-acetyl-2,3-dihydro-1,4-benzodioxin-2-carboxylate), ClC1=CC(=CC=C1)C(=O)OO (meta-chloro-perbenzoic acid). The solvent is C(Cl)Cl (methylene chloride). Yields the product C(C)(=O)OC=1C=CC2=C(OC(CO2)C(=O)OCC)C1 (Ethyl 7-acetoxy-2,3-dihydro-1,4-benzodioxin-2-carboxylate). The yield is 75.0%. As a reaction SMILES: C([C:4]1[CH:5]=[CH:6][C:7]2[O:12][CH2:11][CH:10]([C:13]([O:15][CH2:16][CH3:17])=[O:14])[O:9][C:8]=2[CH:18]=1)(=O)C.ClC1C=CC=[C:22]([C:26]([O:28]O)=[O:27])C=1>C(Cl)Cl>[C:26]([O:28][C:4]1[CH:5]=[CH:6][C:7]2[O:12][CH2:11][CH:10]([C:13]([O:15][CH2:16][CH3:17])=[O:14])[O:9][C:8]=2[CH:18]=1)(=[O:27])[CH3:22]. Procedure details: Heat a solution of 2 g (8 mmol) of ethyl 7-acetyl-2,3-dihydro-1,4-benzodioxin-2-carboxylate and 3.05 g (17.7 mmol) of meta-chloro-perbenzoic acid in 30 cm3 of methylene chloride at 50° C. for 18 hours under a nitrogen atmosphere. After cooling, removing by filtration the benzoic acid formed, and washings with aqueous solutions of sodium hydrogen carbonate and then sodium chloride, the reaction mixture is concentrated to dryness under reduced pressure and the crude product obtained is purified by... The reactants are O (water), OCCN1C2=CC=CC=C2C=2C=CC=CC12 (9-(2-hydroxy ethyl)carbazole), [Cl-].[Cl-].[Cl-].[Al+3] (aluminum trichloride), ClC(C)(C)C (2-chloro-2-methylpropane), [Al+3].[Cl-].[Cl-].[Cl-] (AlCl3), OCCN1C2=CC=CC=C2C=2C=CC=CC12 (9-(2-hydroxyethyl)carbazole). Reaction conditions: time 1 minute. The product is C(C)(C)(C)C=1C=CC=2N(C3=CC=C(C=C3C2C1)C(C)(C)C)CCO (3,6-di-tert-butyl-9-(2-hydroxy ethyl) carbazole). The yield is 84.0%. As a reaction SMILES: [OH:1][CH2:2][CH2:3][N:4]1[C:16]2[CH:15]=[CH:14][CH:13]=[CH:12][C:11]=2[C:10]2[C:5]1=[CH:6][CH:7]=[CH:8][CH:9]=2.[Cl-].[Cl-].[Cl-].[Al+3].O.Cl[C:23]([CH3:26])([CH3:25])[CH3:24]>>[C:23]([C:8]1[CH:7]=[CH:6][C:5]2[N:4]([CH2:3][CH2:2][OH:1])[C:16]3[C:11]([C:10]=2[CH:9]=1)=[CH:12][C:13]([C:10]([CH3:11])([CH3:5])[CH3:9])=[CH:14][CH:15]=3)([CH3:26])([CH3:25])[CH3:24] |f:1.2.3.4|. Procedure: To a solution of 9-(2-hydroxy ethyl)carbazole (1.65 g, 7.81 mmol) in 2-chloro-2-methylpropane (25.0 ml) was added aluminum trichloride (0.54 g, 4.05 mmol) at room temperature under nitrogen atmosphere and stirring. After 1 minute, the addition of AlCl3, insoluble 9-(2-hydroxyethyl)carbazole disappeared. The reaction was carried out at room temperature for 25 minutes, and water (20.0 ml) was added. The product was extracted with ethyl acetate (3×20.0 ml). The organic layer was washed with water (...